Dataset: the Open Reaction Database (ORD), a public repository of structured organic reaction records. Task: describe an organic reaction: reactants, conditions, products, and yield Reactants: C(=O)([O-])[O-].[K+].[K+] (K2CO3), C1(CC1)Br (cyclopropylbromide), BrC1=C(C#N)C=C(C=C1)O (2-bromo-5-hydroxy-benzonitrile). Solvent: CN(C)C=O (DMF). Conditions: temperature 120 celsius, time 16 hour. The product is BrC1=C(C#N)C=C(C=C1)OC1CC1 (2-Bromo-5-cyclopropoxy-benzonitrile). As a reaction SMILES: [Br:1][C:2]1[CH:9]=[CH:8][C:7]([OH:10])=[CH:6][C:3]=1[C:4]#[N:5].C([O-])([O-])=O.[K+].[K+].[CH:17]1(Br)[CH2:19][CH2:18]1>CN(C=O)C>[Br:1][C:2]1[CH:9]=[CH:8][C:7]([O:10][CH:17]2[CH2:19][CH2:18]2)=[CH:6][C:3]=1[C:4]#[N:5] |f:1.2.3|. Procedure details: To a stirred mixture of 2.50 g (13 mmol) 2-bromo-5-hydroxy-benzonitrile in 100 mL DMF are added 5.23 g (38 mmol) K2CO3 and 3.05 g (25 mmol) cyclopropylbromide. The reaction mixture is stirred for 16 h at 120° C. Afterwards the reaction is quenched by the addition of ice water and extracted with EtOAc. The org. layers are combined, washed with sat. aq. NaCl solution, dried over Na2SO4, filtered and the solvent is removed in vacuo. The crude product is purified by column chromatography (silica gel... Reactants: CNCC1CC1, ClCc1nnc2n1-c1ccc(Cl)cc1C(c1ccccc1)=NC2, [I-], [K+], C1CCOC1. Yields the product CN(Cc1nnc2n1-c1ccc(Cl)cc1C(c1ccccc1)=NC2)CC1CC1. Reaction SMILES: [CH3:26][NH:27][CH2:28][CH:29]1[CH2:30][CH2:31]1.[Cl:1][c:2]1[cH:3][cH:4][c:5]2[c:6]([cH:23]1)[C:7]([c:17]1[cH:18][cH:19][cH:20][cH:21][cH:22]1)=[N:8][CH2:9][c:10]1[n:11]-2[c:12]([CH2:15][Cl:16])[n:13][n:14]1.[I-:25].[K+:24].[O:32]1[CH2:33][CH2:34][CH2:35][CH2:36]1>>[Cl:1][c:2]1[cH:3][cH:4][c:5]2[c:6]([cH:23]1)[C:7]([c:17]1[cH:18][cH:19][cH:20][cH:21][cH:22]1)=[N:8][CH2:9][c:10]1[n:11]-2[c:12]([CH2:15][N:27]([CH3:26])[CH2:28][CH:29]2[CH2:30][CH2:31]2)[n:13][n:14]1. The reactants are [Na+], O=C1Cc2cccc(S(=O)c3ccc(Cl)cc3)c2N1, C1COCCO1, [OH-], O. Yields the product [Na+], Nc1c(CC(=O)[O-])cccc1S(=O)c1ccc(Cl)cc1. Reaction SMILES: [Na+:27].[O:1]=[C:2]1[NH:3][c:4]2[c:5]([S:11](=[O:12])[c:13]3[cH:14][cH:15][c:16]([Cl:19])[cH:17][cH:18]3)[cH:6][cH:7][cH:8][c:9]2[CH2:10]1.[O:20]1[CH2:21][CH2:22][O:23][CH2:24][CH2:25]1.[OH-:26].[OH2:28]>>[Na+:27].[O:1]=[C:2]([CH2:10][c:9]1[c:4]([NH2:3])[c:5]([S:11](=[O:12])[c:13]2[cH:14][cH:15][c:16]([Cl:19])[cH:17][cH:18]2)[cH:6][cH:7][cH:8]1)[O-:20]. The product is CC(C#N)C=1C=C2C=CC(=NC2=CC1)C1=CC=CC=C1 (α-methyl-2-phenyl-6-quinolineacetonitrile). Procedure: 36.4 ml of 1 N sodium hydroxide solution are added dropwise to a solution of 10.4 g of α-cyano-α-methyl-2-phenyl-6-quinolineacetic acid methyl ester in 580 ml of ethanol at room temperature. The reaction mixture is stirred for 16 hours at room temperature and evaporated to dryness, the residue is treated with water and the suspension thereby produced is filtered off. After drying in vacuo at 40°C, crude α-methyl-2-phenyl-6-quinolineacetonitrile is obtained, which is directly processed further. Conditions: time 16 hour. Reactants: [OH-].[Na+] (sodium hydroxide), COC(C(C=1C=C2C=CC(=NC2=CC1)C1=CC=CC=C1)(C)C#N)=O (α-cyano-α-methyl-2-phenyl-6-quinolineacetic acid methyl ester). The solvent is C(C)O (ethanol). As a reaction SMILES: [OH-].[Na+].CO[C:5](=O)[C:6]([C:24]#[N:25])(C)[C:7]1[CH:8]=[C:9]2[C:14](=[CH:15][CH:16]=1)[N:13]=[C:12]([C:17]1[CH:22]=[CH:21][CH:20]=[CH:19][CH:18]=1)[CH:11]=[CH:10]2>C(O)C>[CH3:5][CH:6]([C:7]1[CH:8]=[C:9]2[C:14](=[CH:15][CH:16]=1)[N:13]=[C:12]([C:17]1[CH:22]=[CH:21][CH:20]=[CH:19][CH:18]=1)[CH:11]=[CH:10]2)[C:24]#[N:25] |f:0.1|. Reactants: O (water), C(C)(C)(C)OC(NCC1CCC(CC1)CNC1=CC(=NC=C1C(N)=O)NCC1=C(C=CC=C1)Cl)=O ((4-{[5-carbamoyl-2-(2-chloro-benzylamino)-pyridin-4-ylamino]-methyl}-cyclohexylmethyl)-carbamic acid tert-butyl ester), resultant mixture, CC[N+](CC)(CC)S(=O)(=O)N=C([O-])OC (Burgess reagent). Run in C(Cl)Cl (CH2Cl2). Conditions: time 20 minute. Product: C(C)(C)(C)OC(NCC1CCC(CC1)CNC1=CC(=NC=C1C#N)NCC1=C(C=CC=C1)Cl)=O ((4-{[2-(2-chloro-benzylamino)-5-cyano-pyridin-4-ylamino]-methyl}-cyclohexylmethyl)-carbamic acid tert-butyl ester). Yield: 40.0%. As a reaction SMILES: [C:1]([O:5][C:6](=[O:35])[NH:7][CH2:8][CH:9]1[CH2:14][CH2:13][CH:12]([CH2:15][NH:16][C:17]2[C:22]([C:23](=O)[NH2:24])=[CH:21][N:20]=[C:19]([NH:26][CH2:27][C:28]3[CH:33]=[CH:32][CH:31]=[CH:30][C:29]=3[Cl:34])[CH:18]=2)[CH2:11][CH2:10]1)([CH3:4])([CH3:3])[CH3:2].CC[N+](S(N=C(OC)[O-])(=O)=O)(CC)CC.O>C(Cl)Cl>[C:1]([O:5][C:6](=[O:35])[NH:7][CH2:8][CH:9]1[CH2:10][CH2:11][CH:12]([CH2:15][NH:16][C:17]2[C:22]([C:23]#[N:24])=[CH:21][N:20]=[C:19]([NH:26][CH2:27][C:28]3[CH:33]=[CH:32][CH:31]=[CH:30][C:29]=3[Cl:34])[CH:18]=2)[CH2:13][CH2:14]1)([CH3:4])([CH3:2])[CH3:3]. Procedure: To a suspension of (4-{[5-carbamoyl-2-(2-chloro-benzylamino)-pyridin-4-ylamino]-methyl}-cyclohexylmethyl)-carbamic acid tert-butyl ester (31 mg, 0.062 mmol) in CH2Cl2 at ambient temperature was added Burgess reagent (40 mg, 0. 168 mmol) in portions over 3 h. The resultant mixture was stirred at 25° C. for another 1 h and then water was added. The mixture was stirred for 20 min and extracted with CH2Cl2 (2×15 mL). The combined organic layers were dried over Na2SO4 and concentrated in vacuo. The r... The reactants are C1(CCCC1)C=1C(=NC=C(C(=O)O)C1)OCC(F)(F)F (5-cyclopentyl-6-(2,2,2-trifluoro-ethoxy)-nicotinic acid), NC1=CC=C(C#N)C=C1 (4-aminobenzonitrile), solid. Product: C(#N)C1=CC=C(C=C1)NC(C1=CN=C(C(=C1)C1CCCC1)OCC(F)(F)F)=O (N-(4-cyano-phenyl)-5-cyclopentyl-6-(2,2,2-trifluoro-ethoxy)-nicotinamide). RXN SMILES: [CH:1]1([C:6]2[C:7]([O:15][CH2:16][C:17]([F:20])([F:19])[F:18])=[N:8][CH:9]=[C:10]([CH:14]=2)[C:11]([OH:13])=O)[CH2:5][CH2:4][CH2:3][CH2:2]1.[NH2:21][C:22]1[CH:29]=[CH:28][C:25]([C:26]#[N:27])=[CH:24][CH:23]=1>>[C:26]([C:25]1[CH:28]=[CH:29][C:22]([NH:21][C:11](=[O:13])[C:10]2[CH:14]=[C:6]([CH:1]3[CH2:2][CH2:3][CH2:4][CH2:5]3)[C:7]([O:15][CH2:16][C:17]([F:20])([F:19])[F:18])=[N:8][CH:9]=2)=[CH:23][CH:24]=1)#[N:27]. Reported procedure: This compound was prepared following the same procedure as described in Example 11 using 5-cyclopentyl-6-(2,2,2-trifluoro-ethoxy)-nicotinic acid (Example 9c) (100 mg, 0.35 mmol) and 4-aminobenzonitrile (CAN 873-74-5, 49.0 mg, 0.41 mmol) as starting materials; off white solid (10 mg, 7.4%). MS (ESI): 388.2 (M+H)+. The reactants are Cl.C1(CCC1)CN1[C@H]2[C@@H]3[C@H](CC(C[C@@]3(C=3C=C(C=CC3C2)OC)CC1)=O)C (17-Cyclobutylmethyl-3-methoxy-8β-methylmorphinan-6-one Hydrochloride), Br (HBr), [NH4+].[OH-] (NH4OH). The solvent is O (water). The product is Cl.C1(CCC1)CN1[C@H]2[C@@H]3[C@H](CC(C[C@@]3(C=3C=C(C=CC3C2)O)CC1)=O)C (17-Cyclobutylmethyl-3-hydroxy-8β-methylmorphinan-6-one Hydrochloride). Isolated yield 84.0%. RXN SMILES: [ClH:1].[CH:2]1([CH2:6][N:7]2[CH2:25][CH2:24][C@@:14]34[C:15]5[CH:16]=[C:17]([O:22]C)[CH:18]=[CH:19][C:20]=5[CH2:21][C@@H:8]2[C@@H:9]3[C@@H:10]([CH3:27])[CH2:11][C:12](=[O:26])[CH2:13]4)[CH2:5][CH2:4][CH2:3]1.Br.[NH4+].[OH-]>O>[ClH:1].[CH:2]1([CH2:6][N:7]2[CH2:25][CH2:24][C@@:14]34[C:15]5[CH:16]=[C:17]([OH:22])[CH:18]=[CH:19][C:20]=5[CH2:21][C@@H:8]2[C@@H:9]3[C@@H:10]([CH3:27])[CH2:11][C:12](=[O:26])[CH2:13]4)[CH2:5][CH2:4][CH2:3]1 |f:0.1,3.4,6.7|. Procedure details: A sample of 17-cyclobutylmethyl-3-methoxy-8β-methylmorphinan-6-one (prepared in Example 2) and 48% aqueous HBr (1.0 g/5 ml, respectively) was refluxed for 20 minutes in a pre-heated oil bath at 140° C. The mixture was cooled in ice and diluted with 30 ml of water. The aqueous solution was adjusted to about pH 11 by addition of concentrated NH4OH. The basic mixture was extracted with three portions of chloroform, and the organic extract was treated as in Example 1D. The residue was chromatographe...